From a dataset of the Open Reaction Database (ORD), a public repository of structured organic reaction records. describe an organic reaction: reactants, conditions, products, and yield Starting materials: C(C)(C)I (isopropyl iodide), N1C(=NC2=C1C=CC=C2)C(=O)C2=CC=C(C=C2)OC2=NC=CN=C2N2CCOCC2 ((1H-benzo[d]imidazol-2-yl)(4-(3-morpholinopyrazin-2-yloxy)-phenyl)methanone), C([O-])([O-])=O.[K+].[K+] (potassium carbonate), IC(C)C (2-iodopropane). Run in CN(C)C=O (DMF). Conditions: time 8 hour. The product is C(C)(C)N1C(=NC2=C1C=CC=C2)C(=O)C2=CC=C(C=C2)OC2=NC=CN=C2N2CCOCC2 ((1-isopropyl-1H-benzo[d]imidazol-2-yl) (4-(3-morpholinopyrazin-2-yloxy)phenyl)methanone). As a reaction SMILES: [NH:1]1[C:5]2[CH:6]=[CH:7][CH:8]=[CH:9][C:4]=2[N:3]=[C:2]1[C:10]([C:12]1[CH:17]=[CH:16][C:15]([O:18][C:19]2[C:24]([N:25]3[CH2:30][CH2:29][O:28][CH2:27][CH2:26]3)=[N:23][CH:22]=[CH:21][N:20]=2)=[CH:14][CH:13]=1)=[O:11].C(=O)([O-])[O-].[K+].[K+].I[CH:38]([CH3:40])[CH3:39]>CN(C=O)C>[CH:38]([N:1]1[C:5]2[CH:6]=[CH:7][CH:8]=[CH:9][C:4]=2[N:3]=[C:2]1[C:10]([C:12]1[CH:13]=[CH:14][C:15]([O:18][C:19]2[C:24]([N:25]3[CH2:30][CH2:29][O:28][CH2:27][CH2:26]3)=[N:23][CH:22]=[CH:21][N:20]=2)=[CH:16][CH:17]=1)=[O:11])([CH3:40])[CH3:39] |f:1.2.3|. Procedure: A mixture of (1H-benzo[d]imidazol-2-yl)(4-(3-morpholinopyrazin-2-yloxy)-phenyl)methanone (115 mg, 286 μmol), potassium carbonate (79.2 mg, 573 μmol) and 2-iodopropane (97.4 mg, 573 μmol) in DMF (2 mL) was stirred overnight. Additional isopropyl iodide was added until the starting material was consumed. The mixture was diluted with water and ethyl acetate. The layers were separated and the aqueous layer was extracted with ethyl acetate and the combined organics were washed with brine, dried over ... Reactants: [Cl-].[NH4+] (ammonium chloride), [N+](=O)([O-])C=1C=C2C(=NC1)N(N=C2)C2CCOCC2 (5-nitro-1-(tetrahydro-2H-pyran-4-yl)-1H-pyrazolo[3,4-b]pyridine). Reagents/catalysts: [Fe] (Iron). Run in C(C)O.C1CCOC1.O (ethanol THF H2O). Run at temperature 100 celsius. The product is O1CCC(CC1)N1N=CC=2C1=NC=C(C2)N (1-(Tetrahydro-2H-pyran-4-yl)-1H-pyrazolo[3,4-b]pyridin-5-amine). Isolated yield 108.8%. As a reaction SMILES: [Cl-].[NH4+].[N+:3]([C:6]1[CH:7]=[C:8]2[CH:14]=[N:13][N:12]([CH:15]3[CH2:20][CH2:19][O:18][CH2:17][CH2:16]3)[C:9]2=[N:10][CH:11]=1)([O-])=O>C(O)C.C1COCC1.O.[Fe]>[O:18]1[CH2:17][CH2:16][CH:15]([N:12]2[C:9]3=[N:10][CH:11]=[C:6]([NH2:3])[CH:7]=[C:8]3[CH:14]=[N:13]2)[CH2:20][CH2:19]1 |f:0.1,3.4.5|. Reported procedure: Iron (2.41 g, 42.3 mmol) and ammonium chloride (2.58 g, 48.4 mmol) are added to a solution of 5-nitro-1-(tetrahydro-2H-pyran-4-yl)-1H-pyrazolo[3,4-b]pyridine (3 g, 12 mmol) in ethanol/THF/H2O (4:2:1, 35 mL). The mixture is heated at 100° C. for 2 h. The iron is removed by filtration through pad of Celite® and the filtrate was evaporated under reduced pressure. The residue is purified by flash column chromatography using a gradient of 70% ethyl acetate/petroleum ether to afford the title compound... RXN SMILES: [C:1]([OH:2])([CH3:3])([CH3:4])[CH3:5].[CH2:7]([c:8]1[cH:9][cH:10][cH:11][cH:12][cH:13]1)[O:14][CH2:15][CH2:16][CH2:17][CH2:18][C:19]1([CH3:30])[O:20][CH2:21][C:22]2([CH2:23][CH2:24][CH2:25]1)[O:26][CH2:27][CH2:28][O:29]2.[NH3:6].[Na:31].[O:32]1[CH2:33][CH2:34][CH2:35][CH2:36]1>>[OH:14][CH2:15][CH2:16][CH2:17][CH2:18][C:19]1([CH3:30])[O:20][CH2:21][C:22]2([CH2:23][CH2:24][CH2:25]1)[O:26][CH2:27][CH2:28][O:29]2. Starting materials: CC(C)(C)O, CC1(CCCCOCc2ccccc2)CCCC2(CO1)OCCO2, N, [Na], C1CCOC1. Product: CC1(CCCCO)CCCC2(CO1)OCCO2. The reactants are C(C)NC1=CC(=CC=C1)C (N-ethyl-m-toluidine), C(CC)(=O)Cl (propionyl chloride). Run in 3. Product: C(C)N(C(CC)=O)C1=CC(=CC=C1)C (N-Ethyl-N-(3-methylphenyl)propionamide). Reaction SMILES: [CH2:1]([NH:3][C:4]1[CH:9]=[CH:8][CH:7]=[C:6]([CH3:10])[CH:5]=1)[CH3:2].[C:11](Cl)(=[O:14])[CH2:12][CH3:13]>>[CH2:1]([N:3]([C:4]1[CH:9]=[CH:8][CH:7]=[C:6]([CH3:10])[CH:5]=1)[C:11](=[O:14])[CH2:12][CH3:13])[CH3:2]. Reported procedure: N-Ethyl-N-(3-methylphenyl)propionamide was prepared on a laboratory scale by acylation of N-ethyl-m-toluidine with propionyl chloride. The reaction was carried out in a 5 litre 3 necked round bottomed flask equipped with a mechanical stirrer, a thermometer (0°-250° C.), an addition vessel and a condenser. The reactants are BrC1=CC=C(C=C1)N1C(=NNC1=O)C[C@H]1CN(CC1)C(=O)OC(C)(C)C (1,1-dimethylethyl (3S)-3-{[4-(4-bromophenyl)-5-oxo-4,5-dihydro-1H-1,2,4-triazol-3-yl]methyl}-1-pyrrolidinecarboxylate), O1CCOCC1 (dioxane), Cl (HCl). The product is Cl.BrC1=CC=C(C=C1)N1C(NN=C1C[C@H]1CNCC1)=O (4-(4-bromophenyl)-5-[(3S)-3-pyrrolidinylmethyl]-2,4-dihydro-3H-1,2,4-triazol-3-one hydrochloride). Isolated yield 96.0%. RXN SMILES: [Br:1][C:2]1[CH:7]=[CH:6][C:5]([N:8]2[C:12](=[O:13])[NH:11][N:10]=[C:9]2[CH2:14][C@@H:15]2[CH2:19][CH2:18][N:17](C(OC(C)(C)C)=O)[CH2:16]2)=[CH:4][CH:3]=1.O1CCOCC1.[ClH:33]>>[ClH:33].[Br:1][C:2]1[CH:7]=[CH:6][C:5]([N:8]2[C:9]([CH2:14][C@@H:15]3[CH2:19][CH2:18][NH:17][CH2:16]3)=[N:10][NH:11][C:12]2=[O:13])=[CH:4][CH:3]=1 |f:3.4|. Procedure details: In a round bottom flask under nitrogen, 1,1-dimethylethyl (3S)-3-{[4-(4-bromophenyl)-5-oxo-4,5-dihydro-1H-1,2,4-triazol-3-yl]methyl}-1-pyrrolidinecarboxylate (3.54 mmol) in 4M HCl in dioxane (40 mmol) was stirred at room temperature for 2 h. The solvent was removed by concentration in vacuo to give the title compound as the HCl salt (1.25 g, 96% yield). MS(ES)+ m/e 322.9, 325.0 [M+H]+. The reactants are CC(C)C(=O)Nc1ccc(C2CCN(C(=O)OC(C)(C)C)CC2)cc1, ClCCl, O=C(O)C(F)(F)F, [K+], [OH-]. Yields the product CC(C)C(=O)Nc1ccc(C2CCNCC2)cc1. As a reaction SMILES: [C:1]([CH:2]([CH3:3])[CH3:4])(=[O:5])[NH:6][c:7]1[cH:8][cH:9][c:10]([CH:13]2[CH2:14][CH2:15][N:16]([C:19]([O:20][C:21]([CH3:22])([CH3:23])[CH3:24])=[O:25])[CH2:17][CH2:18]2)[cH:11][cH:12]1.[Cl:35][CH2:36][Cl:37].[F:26][C:27]([F:28])([F:29])[C:30]([OH:31])=[O:32].[K+:34].[OH-:33]>>[C:1]([CH:2]([CH3:3])[CH3:4])(=[O:5])[NH:6][c:7]1[cH:8][cH:9][c:10]([CH:13]2[CH2:14][CH2:15][NH:16][CH2:17][CH2:18]2)[cH:11][cH:12]1. Starting materials: CC(C)(C)[Si](C)(C)Cl, C=C(c1cc(CO)ccc1-c1cc(OC)ccc1F)C(C)(C)C, CN(C)c1ccncc1, ClCCl. Product: C=C(c1cc(CO[Si](C)(C)C(C)(C)C)ccc1-c1cc(OC)ccc1F)C(C)(C)C. Reaction SMILES: [C:24]([CH3:25])([CH3:26])([CH3:27])[Si:28]([CH3:29])([CH3:30])[Cl:31].[CH3:1][C:2]([CH3:3])([CH3:4])[C:5](=[CH2:6])[c:7]1[c:8](-[c:15]2[c:16]([F:23])[cH:17][cH:18][c:19]([O:21][CH3:22])[cH:20]2)[cH:9][cH:10][c:11]([CH2:13][OH:14])[cH:12]1.[CH3:35][N:36]([c:37]1[cH:38][cH:39][n:40][cH:41][cH:42]1)[CH3:43].[Cl:32][CH2:33][Cl:34]>>[CH3:1][C:2]([CH3:3])([CH3:4])[C:5](=[CH2:6])[c:7]1[c:8](-[c:15]2[c:16]([F:23])[cH:17][cH:18][c:19]([O:21][CH3:22])[cH:20]2)[cH:9][cH:10][c:11]([CH2:13][O:14][Si:28]([C:24]([CH3:25])([CH3:26])[CH3:27])([CH3:29])[CH3:30])[cH:12]1. The reactants are O=C(O)c1cc(Br)ccc1Sc1ccccc1, CO, O=S(=O)(O)O. Product: COC(=O)c1cc(Br)ccc1Sc1ccccc1. Reaction SMILES: [Br:1][c:2]1[cH:3][c:4]([C:5](=[O:6])[OH:7])[c:8]([S:11][c:12]2[cH:13][cH:14][cH:15][cH:16][cH:17]2)[cH:9][cH:10]1.[CH3:18][OH:19].[S:20](=[O:21])(=[O:22])([OH:23])[OH:24]>>[Br:1][c:2]1[cH:3][c:4]([C:5](=[O:6])[O:7][CH3:18])[c:8]([S:11][c:12]2[cH:13][cH:14][cH:15][cH:16][cH:17]2)[cH:9][cH:10]1.